This data is from the Open Reaction Database (ORD), a public repository of structured organic reaction records. The task is: describe an organic reaction: reactants, conditions, products, and yield The reactants are ClC(CC1=C(C=CC=C1)S(=O)(=O)C1=C(C=CC=C1)CC(Cl)(Cl)C#N)(C#N)Cl (β,β-dichloro-β-cyano-ethyl-phenyl-sulphone), ClC(C#N)=CS(=O)(=O)C1=CC=CC=C1 (α-chloro-β-phenylsulphonyl-acrylonitrile). Solvent: O (water). Yields the product ClC(CC1=C(C=CC=C1)S(=O)(=O)C1=C(C=CC=C1)CC(Cl)C#N)C#N (β-chloro-β-cyano-ethyl-phenyl-sulphone). RXN SMILES: [Cl:1][C:2](Cl)([C:25]#[N:26])[CH2:3][C:4]1[CH:9]=[CH:8][CH:7]=[CH:6][C:5]=1[S:10]([C:13]1[CH:18]=[CH:17][CH:16]=[CH:15][C:14]=1[CH2:19][C:20]([C:23]#[N:24])(Cl)[Cl:21])(=[O:12])=[O:11].ClC(=CS(C1C=CC=CC=1)(=O)=O)C#N>O>[Cl:21][CH:20]([C:23]#[N:24])[CH2:19][C:14]1[CH:15]=[CH:16][CH:17]=[CH:18][C:13]=1[S:10]([C:5]1[CH:6]=[CH:7][CH:8]=[CH:9][C:4]=1[CH2:3][CH:2]([C:25]#[N:26])[Cl:1])(=[O:12])=[O:11]. Reported procedure: The addition of 40 ppm of β,β-dichloro-β-cyano-ethyl-phenyl-sulphone or α-chloro-β-phenylsulphonyl-acrylonitrile to a back water sample, from a paper factory, which contained 9.3 × 107 germs (predominantly slime-forming organisms) per ml, caused complete destruction of the germs within 2 to 5 hours, whilst even 70 ppm of β-chloro-β-cyano-ethyl-phenyl-sulphone only gave a reduction to 2.5 × 107 germs per ml. Starting materials: CC(C)(C)[Si](Cl)(c1ccccc1)c1ccccc1, CN(C)C=O, OCCCc1ccc(O)cc1, c1c[nH]cn1. Yields the product CC(C)(C)[Si](OCCCc1ccc(O)cc1)(c1ccccc1)c1ccccc1. Reaction SMILES: [C:17]([CH3:18])([CH3:19])([CH3:20])[Si:21]([c:22]1[cH:23][cH:24][cH:25][cH:26][cH:27]1)([c:28]1[cH:29][cH:30][cH:31][cH:32][cH:33]1)[Cl:34].[CH3:35][N:36]([CH3:37])[CH:38]=[O:39].[OH:1][c:2]1[cH:3][cH:4][c:5]([CH2:8][CH2:9][CH2:10][OH:11])[cH:6][cH:7]1.[nH:12]1[cH:13][cH:14][n:15][cH:16]1>>[OH:1][c:2]1[cH:3][cH:4][c:5]([CH2:8][CH2:9][CH2:10][O:11][Si:21]([C:17]([CH3:18])([CH3:19])[CH3:20])([c:22]2[cH:23][cH:24][cH:25][cH:26][cH:27]2)[c:28]2[cH:29][cH:30][cH:31][cH:32][cH:33]2)[cH:6][cH:7]1.